The task is: describe an organic reaction: reactants, conditions, products, and yield. This data is from the Open Reaction Database (ORD), a public repository of structured organic reaction records. The product is BrCC(C(C(=O)NC1[C@@H]2N(C(=C(CS2)\C=C/C=2N=NSC2)C(=O)OC(C2=CC=CC=C2)C2=CC=CC=C2)C1=O)=NO)=O (diphenylmethyl 7-(4-bromo-2-hydroxyiminoacetoacetamido)-3-[(Z)-2-(1,2,3-thiadiazol-4-yl)vinyl]-3-cephem-4-carboxylate). Run at time 30 minute. Isolated yield 81.4%. RXN SMILES: [Br:1][CH2:2][C:3](=[O:40])[CH2:4][C:5]([NH:7][CH:8]1[C:38](=[O:39])[N:10]2[C:11]([C:22]([O:24][CH:25]([C:32]3[CH:37]=[CH:36][CH:35]=[CH:34][CH:33]=3)[C:26]3[CH:31]=[CH:30][CH:29]=[CH:28][CH:27]=3)=[O:23])=[C:12](/[CH:15]=[CH:16]\[C:17]3[N:18]=[N:19][S:20][CH:21]=3)[CH2:13][S:14][C@H:9]12)=[O:6].[N:41]([O-])=[O:42].[Na+].NC(N)=O>C(Cl)Cl.C(O)(=O)C>[Br:1][CH2:2][C:3](=[O:40])[C:4](=[N:41][OH:42])[C:5]([NH:7][CH:8]1[C:38](=[O:39])[N:10]2[C:11]([C:22]([O:24][CH:25]([C:32]3[CH:33]=[CH:34][CH:35]=[CH:36][CH:37]=3)[C:26]3[CH:27]=[CH:28][CH:29]=[CH:30][CH:31]=3)=[O:23])=[C:12](/[CH:15]=[CH:16]\[C:17]3[N:18]=[N:19][S:20][CH:21]=3)[CH2:13][S:14][C@H:9]12)=[O:6] |f:1.2,4.5|. Reported procedure: A methylene chloride-acetic acid (20 ml-10 ml) solution of diphenylmethyl 7-(4-bromoacetoacetamido)-3-[(Z)-2-(1,2,3-thiadiazol-4-yl)vinyl]-3-cephem-4-carboxylate (2.22 g, 3.4 mmol) was cooled from -7° C. to -5° C. and an aqueous solution (2 ml) of sodium nitrite (0.32 g, 4.6 mmol) was added in portions. After its dropwise addition the mixture was stirred for 30 minutes, then urea (0.3 g) was added and the temperature of the reaction solution was returned to toom temperature. The reaction mixture... The reactants are BrCC(CC(=O)NC1[C@@H]2N(C(=C(CS2)\C=C/C=2N=NSC2)C(=O)OC(C2=CC=CC=C2)C2=CC=CC=C2)C1=O)=O (diphenylmethyl 7-(4-bromoacetoacetamido)-3-[(Z)-2-(1,2,3-thiadiazol-4-yl)vinyl]-3-cephem-4-carboxylate), N(=O)[O-].[Na+] (sodium nitrite), NC(=O)N (urea). The solvent is C(Cl)Cl.C(C)(=O)O (methylene chloride acetic acid). Procedure details: 1H-Pyrrolo[2,3-b]pyridine-2-carbaldehyde (1.8 g, 12.32 mmol) was added to a solution of sodium hydride (0.54 g, 13.55 mmol) in N,N-dimethylformamide (50 mL) at rt under nitrogen. The reaction mixture was allowed to stir for 1 h before the reaction mixture was cooled to 0° C. and 2,2,2-trifluoroethyl trifluoromethanesulfonate (2.04 ml, 14.78 mmol available, for example, from Sigma Aldrich) was added dropwise. The reaction mixture was stirred for 1 h at 0° C. and for 14 h at rt under nitrogen. The... Yields the product required product, FC(CN1C(=CC=2C1=NC=CC2)C=O)(F)F (1-(2,2,2-trifluoroethyl)-1H-pyrrolo[2,3-b]pyridine-2-carbaldehyde). Isolated yield 92.5%. Reaction conditions: temperature 0 celsius, time 1 hour. The reactants are N1C(=CC=2C1=NC=CC2)C=O (1H-Pyrrolo[2,3-b]pyridine-2-carbaldehyde), [H-].[Na+] (sodium hydride), FC(S(=O)(=O)OCC(F)(F)F)(F)F (2,2,2-trifluoroethyl trifluoromethanesulfonate). Reaction SMILES: [NH:1]1[C:5]2=[N:6][CH:7]=[CH:8][CH:9]=[C:4]2[CH:3]=[C:2]1[CH:10]=[O:11].[H-].[Na+].FC(F)(F)S(O[CH2:20][C:21]([F:24])([F:23])[F:22])(=O)=O>CN(C)C=O>[F:22][C:21]([F:24])([F:23])[CH2:20][N:1]1[C:5]2=[N:6][CH:7]=[CH:8][CH:9]=[C:4]2[CH:3]=[C:2]1[CH:10]=[O:11] |f:1.2|. Run in CN(C=O)C (N,N-dimethylformamide). Reactants: Cc1cnc(NS(=O)(=O)c2ccc(Cl)s2)c(Br)n1, OCc1cccnn1. The product is Cc1cnc(NS(=O)(=O)c2ccc(Cl)s2)c(OCc2cccnn2)n1. As a reaction SMILES: [Cl:9][c:10]1[cH:11][cH:12][c:13]([S:15](=[O:16])(=[O:17])[NH:18][c:19]2[n:20][cH:21][c:22]([CH3:26])[n:23][c:24]2[Br:25])[s:14]1.[n:1]1[n:2][c:3]([CH2:7][OH:8])[cH:4][cH:5][cH:6]1>>[n:1]1[n:2][c:3]([CH2:7][O:8][c:24]2[c:19]([NH:18][S:15]([c:13]3[cH:12][cH:11][c:10]([Cl:9])[s:14]3)(=[O:16])=[O:17])[n:20][cH:21][c:22]([CH3:26])[n:23]2)[cH:4][cH:5][cH:6]1. The reactants are COc1ccccc1, CC(C)(C)OC(=O)CC1CCn2c1cc1cc(OCc3ccc(OCC4CC4)c(C(F)(F)F)c3)ccc12, ClCCl, O=C(O)C(F)(F)F. Product: O=C(O)CC1CCn2c1cc1cc(OCc3ccc(OCC4CC4)c(C(F)(F)F)c3)ccc12. As a reaction SMILES: [CH3:38][O:39][c:40]1[cH:41][cH:42][cH:43][cH:44][cH:45]1.[CH:1]1([CH2:4][O:5][c:6]2[c:7]([C:34]([F:35])([F:36])[F:37])[cH:8][c:9]([CH2:10][O:11][c:12]3[cH:13][c:14]4[cH:15][c:16]5[n:17]([c:18]4[cH:19][cH:20]3)[CH2:21][CH2:22][CH:23]5[CH2:24][C:25](=[O:26])[O:27][C:28]([CH3:29])([CH3:30])[CH3:31])[cH:32][cH:33]2)[CH2:2][CH2:3]1.[Cl:53][CH2:54][Cl:55].[F:46][C:47]([F:48])([F:49])[C:50]([OH:51])=[O:52]>>[CH:1]1([CH2:4][O:5][c:6]2[c:7]([C:34]([F:35])([F:36])[F:37])[cH:8][c:9]([CH2:10][O:11][c:12]3[cH:13][c:14]4[cH:15][c:16]5[n:17]([c:18]4[cH:19][cH:20]3)[CH2:21][CH2:22][CH:23]5[CH2:24][C:25](=[O:26])[OH:27])[cH:32][cH:33]2)[CH2:2][CH2:3]1.